This data is from the Open Reaction Database (ORD), a public repository of structured organic reaction records. The task is: describe an organic reaction: reactants, conditions, products, and yield The reactants are NC=1C(N(N=CC1)C)=O (4-Amino-2-methyl-2H-pyridazin-3-one), FC=1C=CC(=C(OC2CCNCC2)C1)C (4-(5-fluoro-2-methyl-phenoxy)-piperidine), Cl.FC(C1=C(OC2CCNCC2)C=CC=C1)(F)F (4-(2-Trifluoromethyl-phenoxy)-piperidine hydrochloride). Yields the product CN1N=CC=C(C1=O)NC(=O)N1CCC(CC1)OC1=C(C=CC(=C1)F)C (4-(5-fluoro-2-methyl-phenoxy)-piperidine-1-carboxylic acid (2-methyl-3-oxo-2,3-dihydro-pyridazin-4-yl)-amide). The yield is 46.0%. RXN SMILES: [NH2:1][C:2]1[C:3](=[O:9])[N:4]([CH3:8])[N:5]=[CH:6][CH:7]=1.[F:10][C:11]1[CH:12]=[CH:13][C:14]([CH3:24])=[C:15]([CH:23]=1)[O:16][CH:17]1[CH2:22][CH2:21][NH:20][CH2:19][CH2:18]1.Cl.FC(F)(F)C1C=CC=C[C:29]=1[O:30]C1CCNCC1>>[CH3:8][N:4]1[C:3](=[O:9])[C:2]([NH:1][C:29]([N:20]2[CH2:21][CH2:22][CH:17]([O:16][C:15]3[CH:23]=[C:11]([F:10])[CH:12]=[CH:13][C:14]=3[CH3:24])[CH2:18][CH2:19]2)=[O:30])=[CH:7][CH:6]=[N:5]1 |f:2.3|. Procedure: Compound 68 is prepared from intermediate 4c and from 4-(5-fluoro-2-methyl-phenoxy)-piperidine (obtained following the method described for intermediate 1a), applying synthesis method 7 (yield: 46%). Yields the product C(=O)NC(CCC)C1(CCC1)C1=CC=C(C=C1)Cl (N-formyl-1-[1-(4-chlorophenyl)cyclobutyl]butylamine). Starting materials: C(CCC)(=O)C1(CCC1)C1=CC=C(C=C1)Cl (1-butyryl-1-(4-chlorophenyl)cyclobutane), C(=O)N (formamide). RXN SMILES: [C:1]([C:6]1([C:10]2[CH:15]=[CH:14][C:13]([Cl:16])=[CH:12][CH:11]=2)[CH2:9][CH2:8][CH2:7]1)(=O)[CH2:2][CH2:3][CH3:4].[CH:17]([NH2:19])=[O:18]>C(O)=O>[CH:17]([NH:19][CH:1]([C:6]1([C:10]2[CH:15]=[CH:14][C:13]([Cl:16])=[CH:12][CH:11]=2)[CH2:9][CH2:8][CH2:7]1)[CH2:2][CH2:3][CH3:4])=[O:18]. Solvent: C(=O)O (formic acid), petroleum ether. Reported procedure: A mixture of the ketone produced as described above (21 g) and 98% formic acid (6 ml) was added over a period of one and a half hours to formamide (15 ml) at 160° C. After completion of the addition the temperature was raised to 180° to 185° C. and maintained in this range for five hours. The mixture was cooled and extracted with chloroform to yield a thick gum which on heating with petroleum ether (b.p. 60°-80°) gave a colourless solid which was recrystallised from petroleum ether (b.p. 60°-80°... Reactants: O=C([O-])[O-], O=Cc1ccccc1O, COC(=O)CCl, [K+], [K+], O. Yields the product COC(=O)COc1ccccc1C=O. RXN SMILES: [C:10](=[O:11])([O-:12])[O-:13].[CH:1](=[O:2])[c:3]1[cH:4][cH:5][cH:6][cH:7][c:8]1[OH:9].[Cl:16][CH2:17][C:18](=[O:19])[O:20][CH3:21].[K+:14].[K+:15].[OH2:22]>>[CH:1](=[O:2])[c:3]1[cH:4][cH:5][cH:6][cH:7][c:8]1[O:9][CH2:17][C:18](=[O:19])[O:20][CH3:21]. The reactants are BrC1=CC=CC(=N1)C(CC=1C=C2C=NNC2=C(C1)C)NC(=O)N1CCC(CC1)N1C(NC2=CC=CC=C2C1)=O ((±)-N-(1-(6-bromopyridin-2-yl)-2-(7-methyl-1H-indazol-5-yl)ethyl)-4-(2-oxo-1,2-dihydroquinazolin-3(4H)-yl)piperidine-1-carboxamide), O1CCCC1 (tetrahydrofuran), O1CCCC1 (tetrahydrofuran). Reagents/catalysts: C=1C=CC(=CC1)[P](C=2C=CC=CC2)(C=3C=CC=CC3)[Pd]([P](C=4C=CC=CC4)(C=5C=CC=CC5)C=6C=CC=CC6)([P](C=7C=CC=CC7)(C=8C=CC=CC8)C=9C=CC=CC9)[P](C=1C=CC=CC1)(C=1C=CC=CC1)C=1C=CC=CC1 (Pd(PPh3)4). Reaction conditions: temperature 110 celsius. Product: CC=1C=C(C=C2C=NNC12)CC(C1=NC(=CC=C1)C)NC(=O)N1CCC(CC1)N1C(NC2=CC=CC=C2C1)=O ((±)-N-(2-(7-Methyl-1H-indazol-5-yl)-1-(6-methylpyridin-2-yl)ethyl)-4-(2-oxo-1,2-dihydroquinazolin-3(4H)-yl)piperidine-1-carboxamide). Yield: 94.0%. Reaction SMILES: Br[C:2]1[N:7]=[C:6]([CH:8]([NH:20][C:21]([N:23]2[CH2:28][CH2:27][CH:26]([N:29]3[CH2:38][C:37]4[C:32](=[CH:33][CH:34]=[CH:35][CH:36]=4)[NH:31][C:30]3=[O:39])[CH2:25][CH2:24]2)=[O:22])[CH2:9][C:10]2[CH:11]=[C:12]3[C:16](=[C:17]([CH3:19])[CH:18]=2)[NH:15][N:14]=[CH:13]3)[CH:5]=[CH:4][CH:3]=1.O1CCC[CH2:41]1>C1C=CC([P]([Pd]([P](C2C=CC=CC=2)(C2C=CC=CC=2)C2C=CC=CC=2)([P](C2C=CC=CC=2)(C2C=CC=CC=2)C2C=CC=CC=2)[P](C2C=CC=CC=2)(C2C=CC=CC=2)C2C=CC=CC=2)(C2C=CC=CC=2)C2C=CC=CC=2)=CC=1>[CH3:19][C:17]1[CH:18]=[C:10]([CH2:9][CH:8]([NH:20][C:21]([N:23]2[CH2:28][CH2:27][CH:26]([N:29]3[CH2:38][C:37]4[C:32](=[CH:33][CH:34]=[CH:35][CH:36]=4)[NH:31][C:30]3=[O:39])[CH2:25][CH2:24]2)=[O:22])[C:6]2[CH:5]=[CH:4][CH:3]=[C:2]([CH3:41])[N:7]=2)[CH:11]=[C:12]2[C:16]=1[NH:15][N:14]=[CH:13]2 |^1:48,50,69,88|. Procedure: A microwave tube was charged with (±)-N-(1-(6-bromopyridin-2-yl)-2-(7-methyl-1H-indazol-5-yl)ethyl)-4-(2-oxo-1,2-dihydroquinazolin-3(4H)-yl)piperidine-1-carboxamide (11 mg, 0.0187 mmol, 1.0 equiv), Pd(PPh3)4 (2 mg, 0.1 equiv) and anhydrous tetrahydrofuran (0.5 mL) under nitrogen. ZnMeCl (2.0 M in tetrahydrofuran, 0.12 mL, 0.24 mmol) was added via syringe resulting in gas evolution. The vial was sealed and heated by microwave at 110° C. for 4 h. Tetrahydrofuran was removed in vacuo and the residu... Reactants: C(CN(CC(=O)O)CC(=O)O)N(CC(=O)O)CC(=O)O (EDTA), Thiol, thiol, C(CC(=O)N[C@@H](CS)C(=O)NCC(=O)O)[C@@H](C(=O)O)N (GSH), C1=CC(=C(C=C1SSC2=CC(=C(C=C2)[N+](=O)[O-])C(=O)O)C(=O)O)[N+](=O)[O-] (DTNB), C1=CC(=C(C=C1SSC2=CC(=C(C=C2)[N+](=O)[O-])C(=O)O)C(=O)O)[N+](=O)[O-] (DTNB). The solvent is C(C)(=O)O (acetic acid). The product is CCOC(=O)CNC(=O)[C@H](CS)NC(=O)CC[C@@H](C(=O)OCC)N (Glutathione Diethyl Ester). As a reaction SMILES: [CH:1]1C(SSC2C=CC([N+]([O-])=O)=C(C(O)=O)C=2)=CC(C(O)=O)=C([N+]([O-])=O)[CH:2]=1.[CH2:27]([C@H:42]([NH2:46])[C:43]([OH:45])=[O:44])[CH2:28][C:29]([NH:31][C@H:32]([C:35]([NH:37][CH2:38][C:39]([OH:41])=[O:40])=[O:36])[CH2:33][SH:34])=[O:30].[CH2:47](N(CC(O)=O)CC(O)=O)[CH2:48]N(CC(O)=O)CC(O)=O>C(O)(=O)C>[CH3:1][CH2:2][O:40][C:39]([CH2:38][NH:37][C:35]([C@@H:32]([NH:31][C:29]([CH2:28][CH2:27][C@H:42]([NH2:46])[C:43]([O:45][CH2:47][CH3:48])=[O:44])=[O:30])[CH2:33][SH:34])=[O:36])=[O:41]. Procedure: Analysis of Erythrocyte Thiol by DTNB. Cell supernatant (40 μl) was added to 1 ml of 6 mM DTNB (in 143 mM phosphate buffer, pH 7.5, containing 6.3 mM EDTA). The change in absorbance at 412 nm after 1 min was converted to a value for total thiol using a GSH standard curve. The GSH standard were prepared in a 1:2:2 mixture of PBS: 0.435M acetic acid: 10% SSA (containing 2 mM EDTA) ("RBC Mix"). Starting materials: C(CC)NC(=O)CP(OC)([O-])=O (Monomethyl propylcarbamoylmethylphosphonate), Br (hydrogen bromide). Run in C(C)(=O)O (acetic acid). Reaction conditions: time 8 hour. The product is C(CC)NC(=O)CP(O)(O)=O ([(Propylcarbamoyl)methyl]phosphonic acid). As a reaction SMILES: [CH2:1]([NH:4][C:5]([CH2:7][P:8](=[O:12])([O-:11])[O:9]C)=[O:6])[CH2:2][CH3:3].Br>C(O)(=O)C>[CH2:1]([NH:4][C:5]([CH2:7][P:8](=[O:9])([OH:12])[OH:11])=[O:6])[CH2:2][CH3:3]. Procedure details: 1 g. of Monomethyl propylcarbamoylmethylphosphonate was suspended in 10 ml. of hydrogen bromide in glacial acetic acid. The solution was allowed to stand overnight at room temperature. The solution was then concentrated to a viscous oil under reduced pressure. Upon the addition of methanol, the compound crystallized; m.p. 155°-160° C.; yield, 47%. Reactants: BrCC1=C(C=C(C=C1)C1=NOC(=N1)C)[N+](=O)[O-] (3-(4-Bromomethyl-3-nitro-phenyl)-5-methyl-[1,2,4]oxadiazole), C1(C=2C(C(N1)=O)=CC=CC2)=O.[K] (potassium pthalimide), O (water). Solvent: CN(C)C=O (DMF). The product is CC1=NC(=NO1)C1=CC(=C(CN2C(C3=CC=CC=C3C2=O)=O)C=C1)[N+](=O)[O-] (2-[4-(5-Methyl-[1,2,4]oxadiazol-3-yl)-2-nitro-benzyl]-isoindole-1,3-dione). Yield: 89.6%. RXN SMILES: Br[CH2:2][C:3]1[CH:8]=[CH:7][C:6]([C:9]2[N:13]=[C:12]([CH3:14])[O:11][N:10]=2)=[CH:5][C:4]=1[N+:15]([O-:17])=[O:16].[C:18]1(=[O:28])[NH:22][C:21](=[O:23])[C:20]2=[CH:24][CH:25]=[CH:26][CH:27]=[C:19]12.[K].O>CN(C=O)C>[CH3:14][C:12]1[O:11][N:10]=[C:9]([C:6]2[CH:7]=[CH:8][C:3]([CH2:2][N:22]3[C:18](=[O:28])[C:19]4[C:20](=[CH:24][CH:25]=[CH:26][CH:27]=4)[C:21]3=[O:23])=[C:4]([N+:15]([O-:17])=[O:16])[CH:5]=2)[N:13]=1 |f:1.2,^1:28|. Reported procedure: A solution of compound 1c (5.64 g, 19 mmol) and potassium pthalimide (3.9 g, 20.9 mmol) in DMF (42 mL) was heated to 40° C. for 4 h. The reaction mixture was cooled to rt and poured into water (200 mL). The solid was filtered, washed with water (3×), and dried in vacuo to give compound 1d as a white solid (6.2 g, 90%). ESI-MS m/e 365.1 (M+1). The reactants are Cn1c(C(F)(F)F)cc(=O)n(-c2ccc3snc(C4OCC(O)(CBr)CO4)c3c2)c1=O, [Cl-], [H-], [NH4+], [Na+], C1CCOC1. The product is Cn1c(C(F)(F)F)cc(=O)n(-c2ccc3snc(C4OCC5(CO4)CO5)c3c2)c1=O. As a reaction SMILES: [Br:1][CH2:2][C:3]1([OH:31])[CH2:4][O:5][CH:6]([c:9]2[n:10][s:11][c:12]3[c:13]2[cH:14][c:15](-[n:18]2[c:19](=[O:30])[n:20]([CH3:29])[c:21]([C:25]([F:26])([F:27])[F:28])[cH:22][c:23]2=[O:24])[cH:16][cH:17]3)[O:7][CH2:8]1.[Cl-:34].[H-:32].[NH4+:35].[Na+:33].[O:36]1[CH2:37][CH2:38][CH2:39][CH2:40]1>>[CH2:2]1[C:3]2([CH2:4][O:5][CH:6]([c:9]3[n:10][s:11][c:12]4[c:13]3[cH:14][c:15](-[n:18]3[c:19](=[O:30])[n:20]([CH3:29])[c:21]([C:25]([F:26])([F:27])[F:28])[cH:22][c:23]3=[O:24])[cH:16][cH:17]4)[O:7][CH2:8]2)[O:31]1. The reactants are FC1=CC=C(CN2C(=O)C(=O)C3=CC(=CC=C23)S(=O)(=O)N2[C@@H](CCC2)COCC=2N=NN(C2)CCF)C=C1 ((S)-1-(4-Fluorobenzyl)-5-(2-(1-((2-fluoroethyl)-1H-[1,2,3]-triazol-4-yl)methoxymethyl)-pyrrolidine-1-sulfonyl)isatin), FCN=[N+]=[N-] (fluoromethylazide). Yields the product FC1=CC=C(CN2C(=O)C(=O)C3=CC(=CC=C23)S(=O)(=O)N2[C@@H](CCC2)COCC=2N=NN(C2)CF)C=C1 ((S)-1-(4-Fluorobenzyl)-5-(2-(1-((fluoromethyl)-1H-[1,2,3]-triazol-4-yl)methoxymethyl)-pyrrolidine-1-sulfonyl)isatin). As a reaction SMILES: [F:1][C:2]1[CH:38]=[CH:37][C:5]([CH2:6][N:7]2[C:17]3[C:12](=[CH:13][C:14]([S:18]([N:21]4[CH2:25][CH2:24][CH2:23][C@H:22]4[CH2:26][O:27][CH2:28][C:29]4[N:30]=[N:31][N:32](CCF)[CH:33]=4)(=[O:20])=[O:19])=[CH:15][CH:16]=3)[C:10](=[O:11])[C:8]2=[O:9])=[CH:4][CH:3]=1.[F:39][CH2:40]N=[N+]=[N-]>>[F:1][C:2]1[CH:3]=[CH:4][C:5]([CH2:6][N:7]2[C:17]3[C:12](=[CH:13][C:14]([S:18]([N:21]4[CH2:25][CH2:24][CH2:23][C@H:22]4[CH2:26][O:27][CH2:28][C:29]4[N:30]=[N:31][N:32]([CH2:40][F:39])[CH:33]=4)(=[O:19])=[O:20])=[CH:15][CH:16]=3)[C:10](=[O:11])[C:8]2=[O:9])=[CH:37][CH:38]=1. Procedure: is prepared according to the procedure for compound 12, with the exception that fluoromethylazide is used in place of the 2-fluoroethylazide.